This data is from the Open Reaction Database (ORD), a public repository of structured organic reaction records. The task is: describe an organic reaction: reactants, conditions, products, and yield Reactants: [Na] (sodium), COC1=C(C=C(C=C1)C)C(CCCCCC)=O (1-(2-Methoxy-5-methylphenyl)heptan-1-one), ClCC(=O)OCC (ethyl chloroacetate), ClCC(=O)OCC (ethyl chloroacetate), CC(C)([O-])C.[K+] (potassium t-butoxide), CC(C)([O-])C.[K+] (Potassium t-butoxide). The solvent is C(C)O (ethanol), C1=CC=CC=C1 (benzene), O (Water). Reaction conditions: temperature 0 celsius, time 0.5 hour. Product: COC1=C(C=C(C=C1)C)C(C=O)CCCCCC (2-(2-methoxy-5-methylphenyl)octanal). The yield is 74.6%. Reaction SMILES: [CH3:1][O:2][C:3]1[CH:8]=[CH:7][C:6]([CH3:9])=[CH:5][C:4]=1[C:10](=O)[CH2:11][CH2:12][CH2:13][CH2:14][CH2:15][CH3:16].ClC[C:20](OCC)=[O:21].CC(C)([O-])C.[K+].[Na]>O.C(O)C.C1C=CC=CC=1>[CH3:1][O:2][C:3]1[CH:8]=[CH:7][C:6]([CH3:9])=[CH:5][C:4]=1[CH:10]([CH2:11][CH2:12][CH2:13][CH2:14][CH2:15][CH3:16])[CH:20]=[O:21] |f:2.3,^1:30|. Procedure details: 1-(2-Methoxy-5-methylphenyl)heptan-1-one (81.6 g, 0.348 mol), ethyl chloroacetate (64 g, 0.522 mol) and benzene (100 ml) were mixed, and this solution was cooled to 0° C. Potassium t-butoxide (58.6 g, 0.522 mol) was added, and the mixture was stirred at room temperature for 0.5 hour. This solution was cooled again to 0° C. Then ethyl chloroacetate (32 g, 0.261 mol) and potassium t-butoxide (29.3 g, 0.261 mol) were added, and the mixture was stirred at room temperature for 0.5 hour. The reaction ... Starting materials: BrC1=NC=C(C=C1N(S(=O)(=O)C1=CC(=C(C=C1)Cl)C(F)(F)F)COC)C (N-(2-bromo-5-methyl-pyridin-3-yl)-4-chloro-N-methoxymethyl-3-trifluoromethyl-benzenesulfonamide), C(C)(C)[Mg]Cl (isopropylmagnesium chloride), ClC1=C(C=O)C=C(C=C1)[N+](=O)[O-] (2-chloro-5-nitro-benzaldehyde). Solvent: C1CCOC1 (THF). Run at temperature 0 celsius, time 30 minute. Yields the product ClC1=C(C=C(C=C1)S(=O)(=O)N(COC)C=1C(=NC=C(C1)C)C(O)C1=C(C=CC(=C1)[N+](=O)[O-])Cl)C(F)(F)F (4-chloro-N-{2-[(2-chloro-5-nitro-phenyl)-hydroxy-methyl]-5-methyl-pyridin-3-yl}-N-methoxymethyl-3-trifluoromethyl-benzenesulfonamide). Isolated yield 76.0%. RXN SMILES: Br[C:2]1[C:7]([N:8]([CH2:23][O:24][CH3:25])[S:9]([C:12]2[CH:17]=[CH:16][C:15]([Cl:18])=[C:14]([C:19]([F:22])([F:21])[F:20])[CH:13]=2)(=[O:11])=[O:10])=[CH:6][C:5]([CH3:26])=[CH:4][N:3]=1.C([Mg]Cl)(C)C.[Cl:32][C:33]1[CH:40]=[CH:39][C:38]([N+:41]([O-:43])=[O:42])=[CH:37][C:34]=1[CH:35]=[O:36]>C1COCC1>[Cl:18][C:15]1[CH:16]=[CH:17][C:12]([S:9]([N:8]([C:7]2[C:2]([CH:35]([C:34]3[CH:37]=[C:38]([N+:41]([O-:43])=[O:42])[CH:39]=[CH:40][C:33]=3[Cl:32])[OH:36])=[N:3][CH:4]=[C:5]([CH3:26])[CH:6]=2)[CH2:23][O:24][CH3:25])(=[O:11])=[O:10])=[CH:13][C:14]=1[C:19]([F:22])([F:21])[F:20]. Procedure: To a solution of N-(2-bromo-5-methyl-pyridin-3-yl)-4-chloro-N-methoxymethyl-3-trifluoromethyl-benzenesulfonamide (472 mg, 1.0 mmol) in THF (3 mL) under nitrogen atmosphere at 0° C. was added dropwise isopropylmagnesium chloride (2 M solution in THF, 1.2 mL, 2.4 mmol). The mixture was then stirred for 30 min at 0° C. followed by the addition of a solution of 2-chloro-5-nitro-benzaldehyde (352.6 mg, 1.9 mmol) at 0° C. The mixture was stirred at room temperature for 3 hours, quenched with saturated... Reactants: FC=1C=C2C(=CNC2=CC1)CC1CCC2N(CCN(C2)C2=NC=CC=N2)C1 ((7RS,9aSR)-7-(5-Fluoro-1H-indol-3-yl)methyl-2-(pyrimidin-2-yl)-2,3,4,6,7,8,9,9a-octahydro-1H-pyrido[1,2-a]pyrazine), [H-].[Na+] (sodium hydride), CI (methyl iodide). The solvent is CN(C)C=O (DMF). Reaction conditions: temperature 50 celsius. The product is FC=1C=C2C(=CN(C2=CC1)C)CC1CCC2N(CCN(C2)C2=NC=CC=N2)C1 ((7RS,9aSR)-7-(5-Fluoro-1-methyl-1H-indol-3-yl)methyl-2-(pyrimidin-2-yl)-2,3,4,6,7,8,9,9a-octahydro-1H-pyrido[1,2-a]pyrazine). Yield: 47.1%. Reaction SMILES: [F:1][C:2]1[CH:3]=[C:4]2[C:8](=[CH:9][CH:10]=1)[NH:7][CH:6]=[C:5]2[CH2:11][CH:12]1[CH2:27][N:16]2[CH2:17][CH2:18][N:19]([C:21]3[N:26]=[CH:25][CH:24]=[CH:23][N:22]=3)[CH2:20][CH:15]2[CH2:14][CH2:13]1.[H-].[Na+].[CH3:30]I>CN(C=O)C>[F:1][C:2]1[CH:3]=[C:4]2[C:8](=[CH:9][CH:10]=1)[N:7]([CH3:30])[CH:6]=[C:5]2[CH2:11][CH:12]1[CH2:27][N:16]2[CH2:17][CH2:18][N:19]([C:21]3[N:22]=[CH:23][CH:24]=[CH:25][N:26]=3)[CH2:20][CH:15]2[CH2:14][CH2:13]1 |f:1.2|. Procedure details: A flame-dried flask was charged with 0.103 g (0.28 mmol) of (7RS,9aSR)-7-(5-fluoro-1H-indol-3-yl)methyl-2-(pyrimidin-2-yl)-2,3,4,6,7,8,9,9a-octahydro-1H-pyrido[1,2-a]pyrazine (Example 50), anhydrous DMF (1 mL) and 12 mg (0.30 mmol) of sodium hydride (60% oil dispersion). The suspension was treated with 0.019 mL (0.31 mmol) of methyl iodide and the mixture was heated at 50° C. for 16 h. The mixture was cooled to room temperature, concentrated in vacuo, and diluted with methylene chloride (25 mL) ... Reactants: C(C=1C(C(=O)OC2CC(N(C(C2)(C)C)O)(C)C)=CC=CC1)(=O)OC1CC(N(C(C1)(C)C)O)(C)C (bis(1-oxyl-2,2,6,6-tetramethylpiperidin-4-yl) phthalate), C(C1=CC=CC=C1)(=O)OC1CC(N(C(C1)(C)C)O)(C)C (4-benzoyloxy-1-oxyl-2,2,6,6-tetramethylpiperidine). Product: C(C1=CC=CC=C1)(=O)OC1CC(N(C(C1)(C)C)OCCC(=O)OC)(C)C (4-Benzoyloxy-1-(2-methoxycarbonylethoxy)-2,2,6,6-tetramethylpiperidine), solid. Reaction SMILES: C(OC1CC(C)(C)N(O)C(C)(C)C1)(=O)[C:2]1[C:3](=[CH:18][CH:19]=[CH:20][CH:21]=1)[C:4]([O:6][CH:7]1[CH2:12][C:11]([CH3:14])([CH3:13])[N:10]([OH:15])[C:9]([CH3:17])([CH3:16])[CH2:8]1)=[O:5].[C:35]([O:43][CH:44]1CC(C)(C)N(O)C(C)(C)C1)(=[O:42])[C:36]1C=CC=C[CH:37]=1>>[C:4]([O:6][CH:7]1[CH2:8][C:9]([CH3:16])([CH3:17])[N:10]([O:15][CH2:37][CH2:36][C:35]([O:43][CH3:44])=[O:42])[C:11]([CH3:13])([CH3:14])[CH2:12]1)(=[O:5])[C:3]1[CH:18]=[CH:19][CH:20]=[CH:21][CH:2]=1. Reported procedure: When following the general procedure of Example 3 the bis(1-oxyl-2,2,6,6-tetramethylpiperidin-4-yl) phthalate is replaced by an equivalent amount of 4-benzoyloxy-1-oxyl-2,2,6,6-tetramethylpiperidine, the title compound is obtained as a white solid melting at 64°-69° C. Reactants: C(C)[C@]12C[C@@H]([C@](C[C@H]2CCC2=CC(=CC=C12)O)(O)C1=CC=CC=C1)O ((2R,3S,4aR,10aR)-4a-Ethyl-2-phenyl-1,2,3,4,4a,9,10,10a-octahydrophenanthrene-2,3,7-triol), Cl.ClCC=1C(=NC=CC1)C (3-chloromethyl-2 methylpyridine hydrochloride). Procedure details: The title compound was prepared starting from the title product of Example 16 and 3-chloromethyl-2 methylpyridine hydrochloride using a procedure analogous to that outlined for Example 2. Product was isolated by flash chromatography eluting with 30% methylene chloride in ethyl acetate. Mass spectrum: m/e 444 (M+1). Yields the product C(C)[C@]12C[C@@H]([C@](C[C@H]2CCC2=CC(=CC=C12)OCC=1C(=NC=CC1)C)(O)C1=CC=CC=C1)O ((2R,3S,4aR,10aR)-4a-Ethyl-7-(2-methylpyridin-3-ylmethoxy)-2-phenyl-1,2,3,4,4a,9,10,10a-octahydrophenanthrene-2,3-diol). RXN SMILES: [CH2:1]([C@:3]12[C:16]3[C:11](=[CH:12][C:13]([OH:17])=[CH:14][CH:15]=3)[CH2:10][CH2:9][C@@H:8]1[CH2:7][C@:6]([C:19]1[CH:24]=[CH:23][CH:22]=[CH:21][CH:20]=1)([OH:18])[C@@H:5]([OH:25])[CH2:4]2)[CH3:2].Cl.Cl[CH2:28][C:29]1[C:30]([CH3:35])=[N:31][CH:32]=[CH:33][CH:34]=1>>[CH2:1]([C@:3]12[C:16]3[C:11](=[CH:12][C:13]([O:17][CH2:28][C:29]4[C:30]([CH3:35])=[N:31][CH:32]=[CH:33][CH:34]=4)=[CH:14][CH:15]=3)[CH2:10][CH2:9][C@@H:8]1[CH2:7][C@:6]([C:19]1[CH:24]=[CH:23][CH:22]=[CH:21][CH:20]=1)([OH:18])[C@@H:5]([OH:25])[CH2:4]2)[CH3:2] |f:1.2|. Starting materials: CO, O=C1CCCCC1, OO, O=S(=O)(O)O. The product is [O-][O-], COC1CCCCC1=O. RXN SMILES: [CH3:15][OH:16].[O:1]=[C:2]1[CH2:3][CH2:4][CH2:5][CH2:6][CH2:7]1.[OH:13][OH:14].[S:8](=[O:9])(=[O:10])([OH:11])[OH:12]>>[O-:13][O-:14].[O:1]=[C:2]1[CH:3]([O:16][CH3:15])[CH2:4][CH2:5][CH2:6][CH2:7]1. Starting materials: N#CC(=NO)c1ccc(F)cc1, O, Cc1ccc(S(=O)(=O)Cl)cc1, c1ccncc1. Yields the product Cc1ccc(S(=O)(=O)ON=C(C#N)c2ccc(F)cc2)cc1. Reaction SMILES: [F:1][c:2]1[cH:3][cH:4][c:5]([C:8]([C:9]#[N:10])=[N:11][OH:12])[cH:6][cH:7]1.[OH2:24].[c:13]1([CH3:23])[cH:14][cH:15][c:16]([S:19](=[O:20])(=[O:21])[Cl:22])[cH:17][cH:18]1.[cH:25]1[cH:26][cH:27][n:28][cH:29][cH:30]1>>[F:1][c:2]1[cH:3][cH:4][c:5]([C:8]([C:9]#[N:10])=[N:11][O:12][S:19]([c:16]2[cH:15][cH:14][c:13]([CH3:23])[cH:18][cH:17]2)(=[O:20])=[O:21])[cH:6][cH:7]1.